Dataset: the Open Reaction Database (ORD), a public repository of structured organic reaction records. Task: describe an organic reaction: reactants, conditions, products, and yield Reactants: CCOC(=O)C(C)(C)Oc1ccc(CCCC(=O)O)cc1, CN(C)C=O, CS(=O)(=O)O, CNC(=O)N(N)Cc1ccc(C)c(C)c1, CCOC(C)=O, [Cl-], O=C(Cl)C(=O)Cl, c1ccncc1. The product is CCOC(=O)C(C)(C)Oc1ccc(CCCC(=O)NN(Cc2ccc(C)c(C)c2)C(=O)NC)cc1. RXN SMILES: [CH2:1]([CH3:2])[O:3][C:4](=[O:5])[C:6]([CH3:7])([O:8][c:9]1[cH:10][cH:11][c:12]([CH2:15][CH2:16][CH2:17][C:18](=[O:19])[OH:20])[cH:13][cH:14]1)[CH3:21].[CH3:28][N:29]([CH3:30])[CH:31]=[O:32].[CH3:34][S:35]([OH:36])(=[O:37])=[O:38].[CH3:39][NH:40][C:41](=[O:42])[N:43]([NH2:44])[CH2:45][c:46]1[cH:47][c:48]([CH3:53])[c:49]([CH3:52])[cH:50][cH:51]1.[CH3:60][CH2:61][O:62][C:63](=[O:64])[CH3:65].[Cl-:33].[Cl:22][C:23]([C:24]([Cl:25])=[O:26])=[O:27].[cH:54]1[cH:55][cH:56][n:57][cH:58][cH:59]1>>[CH2:1]([CH3:2])[O:3][C:4](=[O:5])[C:6]([CH3:7])([O:8][c:9]1[cH:10][cH:11][c:12]([CH2:15][CH2:16][CH2:17][C:18](=[O:20])[NH:44][N:43]([C:41]([NH:40][CH3:39])=[O:42])[CH2:45][c:46]2[cH:47][c:48]([CH3:53])[c:49]([CH3:52])[cH:50][cH:51]2)[cH:13][cH:14]1)[CH3:21]. The product is COC1=C(OC)C(=O)C(Cc2ccc(O)c(C(=O)Nc3cccnc3OC)c2)=C(C)C1=O. RXN SMILES: [CH3:1][O:2][c:3]1[n:4][cH:5][cH:6][cH:7][c:8]1[NH:9][C:10]([c:11]1[c:12]([O:31][C:32](=[O:33])[CH3:34])[cH:13][cH:14][c:15]([CH2:17][C:18]2=[C:23]([CH3:24])[C:22](=[O:25])[C:21]([O:26][CH3:27])=[C:20]([O:28][CH3:29])[C:19]2=[O:30])[cH:16]1)=[O:35].[CH3:41][OH:42].[Na+:36].[OH2:43].[OH:37][C:38](=[O:39])[O-:40]>>[CH3:1][O:2][c:3]1[n:4][cH:5][cH:6][cH:7][c:8]1[NH:9][C:10]([c:11]1[c:12]([OH:31])[cH:13][cH:14][c:15]([CH2:17][C:18]2=[C:23]([CH3:24])[C:22](=[O:25])[C:21]([O:26][CH3:27])=[C:20]([O:28][CH3:29])[C:19]2=[O:30])[cH:16]1)=[O:35]. Reactants: COC1=C(OC)C(=O)C(Cc2ccc(OC(C)=O)c(C(=O)Nc3cccnc3OC)c2)=C(C)C1=O, CO, [Na+], O, O=C([O-])O.